Dataset: the Open Reaction Database (ORD), a public repository of structured organic reaction records. Task: describe an organic reaction: reactants, conditions, products, and yield Procedure details: (4S,7S,10aS)-Methyl 4-((2R,5R)-2,5-dibenzyl-6-((4R,7S,10aR)-7-(methoxycarbonyl)-5-oxooctahydro-2H-pyrido[2,1-b][1,3]thiazepin-4-ylamino)-6-oxohexanamido)-5-oxooctahydro-2H-pyrido[2,1-b][1,3]thiazepine-7-carboxylate was synthesized as described in General Procedure H using Intermediate 23 (5.0 mg, 0.0088 mmol) and (4R,7S,10aR)-methyl 4-amino-5-oxooctahydro-2H-pyrido[2,1-b][1,3]thiazepine-7-carboxylate (2.2 mg, 0.0097 mmol) to give a white solid (3.2 mg, 40% yield). Anal. Calcd. for C42H54N4O8S2 m... Reaction SMILES: [CH2:1]([C@@H:8]([CH2:12][CH2:13][C@H:14]([CH2:34][C:35]1[CH:40]=[CH:39][CH:38]=[CH:37][CH:36]=1)[C:15]([NH:17][C@H:18]1[CH2:24][CH2:23][S:22][C@H:21]2[CH2:25][CH2:26][CH2:27][C@@H:28]([C:29]([O:31][CH3:32])=[O:30])[N:20]2[C:19]1=[O:33])=[O:16])[C:9](O)=[O:10])[C:2]1[CH:7]=[CH:6][CH:5]=[CH:4][CH:3]=1.[NH2:41][C@@H:42]1[CH2:48][CH2:47][S:46][C@@H:45]2[CH2:49][CH2:50][CH2:51][C@@H:52]([C:53]([O:55][CH3:56])=[O:54])[N:44]2[C:43]1=[O:57]>>[CH2:1]([C@@H:8]([CH2:12][CH2:13][C@H:14]([CH2:34][C:35]1[CH:36]=[CH:37][CH:38]=[CH:39][CH:40]=1)[C:15]([NH:17][C@@H:18]1[CH2:24][CH2:23][S:22][C@@H:21]2[CH2:25][CH2:26][CH2:27][C@@H:28]([C:29]([O:31][CH3:32])=[O:30])[N:20]2[C:19]1=[O:33])=[O:16])[C:9]([NH:41][C@H:42]1[CH2:48][CH2:47][S:46][C@H:45]2[CH2:49][CH2:50][CH2:51][C@@H:52]([C:53]([O:55][CH3:56])=[O:54])[N:44]2[C:43]1=[O:57])=[O:10])[C:2]1[CH:3]=[CH:4][CH:5]=[CH:6][CH:7]=1. The yield is 40.0%. The reactants are C(C1=CC=CC=C1)[C@H](C(=O)O)CC[C@@H](C(=O)N[C@@H]1C(N2[C@@H](SCC1)CCC[C@H]2C(=O)OC)=O)CC2=CC=CC=C2 ((2R,5R)-2,5-Dibenzyl-6-((4S,7S,10aS)-7-(methoxycarbonyl)-5-oxooctahydro-2H-pyrido[2,1-b][1,3]thiazepin-4-ylamino)-6-oxohexanoic acid), N[C@H]1C(N2[C@H](SCC1)CCC[C@H]2C(=O)OC)=O ((4R,7S,10aR)-methyl 4-amino-5-oxooctahydro-2H-pyrido[2,1-b][1,3]thiazepine-7-carboxylate). Yields the product C(C1=CC=CC=C1)[C@H](C(=O)N[C@@H]1C(N2[C@@H](SCC1)CCC[C@H]2C(=O)OC)=O)CC[C@@H](C(=O)N[C@H]2C(N1[C@H](SCC2)CCC[C@H]1C(=O)OC)=O)CC1=CC=CC=C1 ((4S,7S,10aS)-Methyl 4-((2R,5R)-2,5-dibenzyl-6-((4R,7S,10aR)-7-(methoxycarbonyl)-5-oxooctahydro-2H-pyrido[2,1-b][1,3]thiazepin-4-ylamino)-6-oxohexanamido)-5-oxooctahydro-2H-pyrido[2,1-b][1,3]thiazepine-7-carboxylate), solid. Starting materials: FC1=CC=C(CNC(=O)C2=C(N(C3=CC(=CC=C23)C(=O)NCC(C)(C)O)CC2=NC=CC=C2)C(C)C)C=C1 (N3-(4-fluorobenzyl)-N6-(2-hydroxy-2-methylpropyl)-2-isopropyl-1-(pyridin-2-ylmethyl)-1H-indole-3,6-dicarboxamide), C(C1=CC=CC=C1)N1C(=C(C2=CC=C(C=C12)C(=O)NCC(C)(C)O)C(=O)NCC1=CC(=C(C=C1)F)F)C(C)C (1-Benzyl-N3-(3,4-difluorobenzyl)-N6-(2-hydroxy-2-methylpropyl)-2-isopropyl-1H-indole-3,6-dicarboxamide), O=P12OP3(=O)OP(=O)(O1)OP(=O)(O2)O3 (P2O5). The solvent is C1=CC=CC=C1 (benzene). Reaction conditions: temperature 50 celsius, time 4 hour. The product is CC1(CN=C(O1)C1=CC=C2C(=C(N(C2=C1)CC1=NC=CC=C1)C(C)C)C(=O)NCC1=CC=C(C=C1)F)C (6-(5,5-Dimethyl-4,5-dihydrooxazol-2-yl)-N-(4-fluorobenzyl)-2-isopropyl-1-(pyridin-2-ylmethyl)-1H-indole-3-carboxamide). As a reaction SMILES: [F:1][C:2]1[CH:38]=[CH:37][C:5]([CH2:6][NH:7][C:8]([C:10]2[C:18]3[C:13](=[CH:14][C:15]([C:19]([NH:21][CH2:22][C:23]([OH:26])([CH3:25])[CH3:24])=O)=[CH:16][CH:17]=3)[N:12]([CH2:27][C:28]3[CH:33]=[CH:32][CH:31]=[CH:30][N:29]=3)[C:11]=2[CH:34]([CH3:36])[CH3:35])=[O:9])=[CH:4][CH:3]=1.C(N1C2C(=CC=C(C(NCC(O)(C)C)=O)C=2)C(C(NCC2C=CC(F)=C(F)C=2)=O)=C1C(C)C)C1C=CC=CC=1.O=P12OP3(OP(OP(O3)(O1)=O)(=O)O2)=O>C1C=CC=CC=1>[CH3:25][C:23]1([CH3:24])[O:26][C:19]([C:15]2[CH:14]=[C:13]3[C:18]([C:10]([C:8]([NH:7][CH2:6][C:5]4[CH:4]=[CH:3][C:2]([F:1])=[CH:38][CH:37]=4)=[O:9])=[C:11]([CH:34]([CH3:36])[CH3:35])[N:12]3[CH2:27][C:28]3[CH:33]=[CH:32][CH:31]=[CH:30][N:29]=3)=[CH:17][CH:16]=2)=[N:21][CH2:22]1. Reported procedure: To a solution of N3-(4-fluorobenzyl)-N6-(2-hydroxy-2-methylpropyl)-2-isopropyl-1-(pyridin-2-ylmethyl)-1H-indole-3,6-dicarboxamide (Compound 68, 23 mg, 0.043 mmol) in benzene (6 ml) at 25° C. was added P2O5 (120 mg, 0.86 mmol). The mixture was stirred at 50° C. for 4 h, quenched with 6N NaOH (1 ml), extracted several times with EtOAc, washed with H2O, brine, dried over Na2SO4, concentrated in vacuo. The residue was purified by chromatography on silica gel (100% EtOAc) to yield the title compound ... The reactants are C(C)(C)O (isopropanol), Intermediate 10, [OH-].[Na+] (sodium hydroxide), C1(CC1)NC(=O)C=1C=C(C(=C(C1)B(O)O)C)F ({5-[(cyclopropylamino)carbonyl]-3-fluoro-2-methylphenyl}boronic acid), [OH-].[Na+] (sodium hydroxide). Reagents/catalysts: [Pd].C1(=CC=CC=C1)P(C1=CC=CC=C1)C1=CC=CC=C1.C1(=CC=CC=C1)P(C1=CC=CC=C1)C1=CC=CC=C1.C1(=CC=CC=C1)P(C1=CC=CC=C1)C1=CC=CC=C1.C1(=CC=CC=C1)P(C1=CC=CC=C1)C1=CC=CC=C1 (tetrakis(triphenylphosphine) palladium (0)). The solvent is CO (methanol). Reaction conditions: temperature 90 celsius, time 5 hour. Product: C1(CC1)NC(=O)C=1C=C(C(=C(C1)C1=C(C=C(C=C1)C(=O)O)OCCC)C)F (5′-[(Cyclopropylamino)carbonyl]-3′-fluoro-2′-methyl-2-(propyloxy)-4-biphenylcarboxylic acid). As a reaction SMILES: [CH:1]1([NH:4][C:5]([C:7]2[CH:8]=[C:9]([F:17])[C:10]([CH3:16])=[C:11](B(O)O)[CH:12]=2)=[O:6])[CH2:3][CH2:2]1.[OH-:18].[Na+].[CH:20]([OH:23])([CH3:22])[CH3:21]>CO.[Pd].C1(P(C2C=CC=CC=2)C2C=CC=CC=2)C=CC=CC=1.C1(P(C2C=CC=CC=2)C2C=CC=CC=2)C=CC=CC=1.C1(P(C2C=CC=CC=2)C2C=CC=CC=2)C=CC=CC=1.C1(P(C2C=CC=CC=2)C2C=CC=CC=2)C=CC=CC=1>[CH:1]1([NH:4][C:5]([C:7]2[CH:8]=[C:9]([F:17])[C:10]([CH3:16])=[C:11]([C:21]3[CH:11]=[CH:12][C:7]([C:5]([OH:6])=[O:18])=[CH:22][C:20]=3[O:23][CH2:2][CH2:1][CH3:3])[CH:12]=2)=[O:6])[CH2:3][CH2:2]1 |f:1.2,5.6.7.8.9|. Procedure details: Intermediate 10 (75 mg), {5-[(cyclopropylamino)carbonyl]-3-fluoro-2-methylphenyl}boronic acid (79 mg) and tetrakis(triphenylphosphine) palladium (0) (10 mg) were combined in isopropanol (2.5 ml). Aqueous sodium hydroxide solution (1M, 0.81 ml) was added and the reaction stirred under nitrogen at 90° C. for 5 hours. The solvent was evaporated in vacuo and the residue partitioned between ethyl acetate/chloroform (1:1, 5 ml) and water (5 ml) and the aqueous extracted with ethyl acetate/chloroform (... Starting materials: CN(C(C(=O)OC)(CC)C=1SC=CC1)C (methyl 2-dimethylamino-2-(2-thienyl)butyrate), [H-].[Al+3].[Li+].[H-].[H-].[H-] (lithium aluminum hydride), O (water), [OH-].[Na+] (sodium hydroxide), O (water). Solvent: O1CCCC1 (tetrahydrofuran), O1CCCC1 (tetrahydrofuran). Run at time 2 hour. Product: CN(C(CO)(CC)C=1SC=CC1)C (2-dimethylamino-2-(2-thienyl)-1-butanol). The yield is 91.0%. As a reaction SMILES: [CH3:1][N:2]([CH3:15])[C:3]([C:10]1[S:11][CH:12]=[CH:13][CH:14]=1)([CH2:8][CH3:9])[C:4](OC)=[O:5].[H-].[Al+3].[Li+].[H-].[H-].[H-].O.[OH-].[Na+]>O1CCCC1>[CH3:15][N:2]([CH3:1])[C:3]([C:10]1[S:11][CH:12]=[CH:13][CH:14]=1)([CH2:8][CH3:9])[CH2:4][OH:5] |f:1.2.3.4.5.6,8.9|. Procedure details: A solution of methyl 2-dimethylamino-2-(2-thienyl)butyrate (11.4 g) in tetrahydrofuran (50 ml) is added dropwise to a suspension of lithium aluminum hydride (1.6 g) in tetrahydrofuran (50 ml) under ice-cooling. The mixture is stirred at room temperature for 2 hours, and water (1.6 ml), an aqueous 15% sodium hydroxide solution (1.6 ml) and water (4.8 ml) are added to the mixture, successively. After the mixture is stirred, insoluble materials are filtered off, and the filtrate is concentrated und... Reactants: N[C@H](C(=O)OC(C)(C)C)[C@@H](O)[C@H]1O[C@H]([C@@H]([C@@H]1O[Si](C)(C)C(C)(C)C)O[Si](C)(C)C(C)(C)C)N1C(N(C(C=C1)=O)CC1=CC=C(C=C1)OC)=O (tert-butyl (2S,3R)-2-amino-3-[(2R,3R,4R,5R)-3,4-bis{[tert-butyl-(dimethyl)silyl]oxy}-5-(3-(4-methoxybenzyl)-2,4-dioxo-3,4-dihydro-1(2H)-pyrimidinyl)-tetrahydro-2-furanyl]-3-hydroxypropanoate), C(C1=CC=CC=C1)OC(=O)N[C@@H](CCC(=O)OC(C)(C)C)C(NCCC=O)=O (tert-butyl (4S)-4-{[(benzyloxy)carbonyl]amino}-5-oxo-5-[(3-oxopropyl)amino]pentanoate), C(C)(=O)O[BH-](OC(C)=O)OC(C)=O.[Na+] (sodium triacetoxyborohydride). The reagents and catalysts are C(C)(=O)O (acetic acid). Run in O1CCCC1 (tetrahydrofuran). The product is [Si](C)(C)(C(C)(C)C)O[C@@H]1C(O[C@H]([C@@H]1O[Si](C)(C)C(C)(C)C)N1C(N(C(C=C1)=O)CC1=CC=C(C=C1)OC)=O)[C@@H]([C@H](NCCCNC([C@@H](NC(OCC1=CC=CC=C1)=O)CCC(=O)OC(C)(C)C)=O)C(=O)OC(C)(C)C)O (tert-butyl (5S,12S)-12-[(R)-[(3R,4R,5R)-3,4-bis{[tert-butyl(dimethyl)silyl]oxy}-5-(3-(4-methoxybenzyl)-2,4-dioxo-3,4-dihydro-1(2H)-pyrimidinyl)tetrahydro-2-furanyl](hydroxy)methyl]-5-[3-(tert-butoxy)-3-oxopropyl]-3,6-dioxo-1-phenyl-2-oxa-4,7,11-triazatridecan-13-oate). Isolated yield 82.5%. As a reaction SMILES: [NH2:1][C@@H:2]([C@H:10]([C@@H:12]1[C@@H:16]([O:17][Si:18]([C:21]([CH3:24])([CH3:23])[CH3:22])([CH3:20])[CH3:19])[C@@H:15]([O:25][Si:26]([C:29]([CH3:32])([CH3:31])[CH3:30])([CH3:28])[CH3:27])[C@H:14]([N:33]2[CH:38]=[CH:37][C:36](=[O:39])[N:35]([CH2:40][C:41]3[CH:46]=[CH:45][C:44]([O:47][CH3:48])=[CH:43][CH:42]=3)[C:34]2=[O:49])[O:13]1)[OH:11])[C:3]([O:5][C:6]([CH3:9])([CH3:8])[CH3:7])=[O:4].[CH2:50]([O:57][C:58]([NH:60][C@H:61]([C:71](=[O:77])[NH:72][CH2:73][CH2:74][CH:75]=O)[CH2:62][CH2:63][C:64]([O:66][C:67]([CH3:70])([CH3:69])[CH3:68])=[O:65])=[O:59])[C:51]1[CH:56]=[CH:55][CH:54]=[CH:53][CH:52]=1.C(O[BH-](OC(=O)C)OC(=O)C)(=O)C.[Na+]>C(O)(=O)C.O1CCCC1>[Si:18]([O:17][C@H:16]1[C@@H:15]([O:25][Si:26]([C:29]([CH3:32])([CH3:31])[CH3:30])([CH3:27])[CH3:28])[C@H:14]([N:33]2[CH:38]=[CH:37][C:36](=[O:39])[N:35]([CH2:40][C:41]3[CH:46]=[CH:45][C:44]([O:47][CH3:48])=[CH:43][CH:42]=3)[C:34]2=[O:49])[O:13][CH:12]1[C@H:10]([OH:11])[C@@H:2]([C:3]([O:5][C:6]([CH3:7])([CH3:9])[CH3:8])=[O:4])[NH:1][CH2:75][CH2:74][CH2:73][NH:72][C:71](=[O:77])[C@H:61]([CH2:62][CH2:63][C:64]([O:66][C:67]([CH3:70])([CH3:69])[CH3:68])=[O:65])[NH:60][C:58](=[O:59])[O:57][CH2:50][C:51]1[CH:52]=[CH:53][CH:54]=[CH:55][CH:56]=1)([C:21]([CH3:22])([CH3:23])[CH3:24])([CH3:20])[CH3:19] |f:2.3|. Reported procedure: By using an analogous procedure to that described for Example 1, a solution of tert-butyl (2S,3R)-2-amino-3-[(2R,3R,4R,5R)-3,4-bis{[tert-butyl-(dimethyl)silyl]oxy}-5-(3-(4-methoxybenzyl)-2,4-dioxo-3,4-dihydro-1(2H)-pyrimidinyl)-tetrahydro-2-furanyl]-3-hydroxypropanoate (100 mg, 0.139 mmol, obtained from Reference Example 6), tert-butyl (4S)-4-{[(benzyloxy)carbonyl]amino}-5-oxo-5-[(3-oxopropyl)amino]pentanoate (60 mg, 0.152 mmol, obtained from Reference Example 26), acetic acid (2 drops), and sod... Starting materials: Cl, O=N[O-], Nc1nc2cn[nH]c(=O)c2s1, [Na+], O. Yields the product O=c1[nH]ncc2nc(Cl)sc12. RXN SMILES: [ClH:16].[N:12]([O-:13])=[O:14].[NH2:1][c:2]1[s:3][c:4]2[c:5]([cH:6][n:7][nH:8][c:9]2=[O:10])[n:11]1.[Na+:15].[OH2:17]>>[c:2]1([Cl:16])[s:3][c:4]2[c:5]([cH:6][n:7][nH:8][c:9]2=[O:10])[n:11]1. Starting materials: CCOC(=O)CC(NCCN(Cc1ccc2c(c1)OCO2)C(=O)OC(C)(C)C)c1cc(C)nc(-n2ccnc2)n1, C1CCOC1, CN. The product is CNC(=O)CC(NCCN(Cc1ccc2c(c1)OCO2)C(=O)OC(C)(C)C)c1cc(C)nc(-n2ccnc2)n1. Reaction SMILES: [CH2:3]([O:4][C:6]([CH2:7][CH:8]([c:9]1[n:10][c:11](-[n:16]2[cH:17][n:18][cH:19][cH:20]2)[n:12][c:13]([CH3:15])[cH:14]1)[NH:21][CH2:22][CH2:23][N:24]([C:25](=[O:26])[O:27][C:28]([CH3:29])([CH3:30])[CH3:31])[CH2:32][c:33]1[cH:34][c:35]2[c:36]([cH:40][cH:41]1)[O:37][CH2:38][O:39]2)=[O:42])[CH3:5].[CH2:43]1[O:44][CH2:45][CH2:46][CH2:47]1.[CH3:1][NH2:2]>>[CH3:1][NH:2][C:6]([CH2:7][CH:8]([c:9]1[n:10][c:11](-[n:16]2[cH:17][n:18][cH:19][cH:20]2)[n:12][c:13]([CH3:15])[cH:14]1)[NH:21][CH2:22][CH2:23][N:24]([C:25](=[O:26])[O:27][C:28]([CH3:29])([CH3:30])[CH3:31])[CH2:32][c:33]1[cH:34][c:35]2[c:36]([cH:40][cH:41]1)[O:37][CH2:38][O:39]2)=[O:42].